This data is from the Open Reaction Database (ORD), a public repository of structured organic reaction records. The task is: describe an organic reaction: reactants, conditions, products, and yield The reactants are [Na] (Sodium), C(CCO)O (propane-1,3-diol), Cl.ClCC=1N=CNC1 (4-chloromethylimidazole hydrochloride). Run at time 8 hour. Product: OCCCOCC=1N=CNC1 (4-(3-hydroxypropoxy)methylimidazole). Reaction SMILES: [Na].Cl.Cl[CH2:4][C:5]1[N:6]=[CH:7][NH:8][CH:9]=1.[CH2:10]([OH:14])[CH2:11][CH2:12][OH:13]>>[OH:13][CH2:12][CH2:11][CH2:10][O:14][CH2:4][C:5]1[N:6]=[CH:7][NH:8][CH:9]=1 |f:1.2,^1:0|. Reported procedure: Sodium (13.5 g.) was added over 3 hours to propane-1,3-diol (450 ml.) under nitrogen at 70° with stirring. This solution was added over 20 minutes to a stirred solution of 4-chloromethylimidazole hydrochloride (50.0 g.) under nitrogen at 40°-60°. Subsequent heating at 60°-65° for 3 hours followed by overnight cooling, filtration and concentration gave 4-(3-hydroxypropoxy)methylimidazole. Subsequent reaction with thionyl chloride gave 4-(3-chloropropoxy)methylimidazole hydrochloride (38.3 g.). The reactants are Cc1ccc(S(=O)(=O)Sc2cc(C)c(OS(=O)(=O)c3ccc(C#N)cc3)cc2C(C)(C)C)cc1, O=C1C=C(O)CC(CCc2ccc(O)cc2)(C2CCCCC2)O1, O=C1C=C(O)CC(CCc2ccc(O)cc2)(C2CCCC2)O1. The product is Cc1cc(SC2=C(O)CC(CCc3ccc(O)cc3)(C3CCCCC3)OC2=O)c(C(C)(C)C)cc1OS(=O)(=O)c1ccc(C#N)cc1. RXN SMILES: [C:1]([CH3:2])([CH3:3])([CH3:4])[c:5]1[c:6]([S:24][S:25]([c:26]2[cH:27][cH:28][c:29]([CH3:30])[cH:31][cH:32]2)(=[O:33])=[O:34])[cH:7][c:8]([CH3:23])[c:9]([O:11][S:12](=[O:13])(=[O:14])[c:15]2[cH:16][cH:17][c:18]([C:21]#[N:22])[cH:19][cH:20]2)[cH:10]1.[CH:35]1([C:41]2([CH2:49][CH2:50][c:51]3[cH:52][cH:53][c:54]([OH:57])[cH:55][cH:56]3)[CH2:42][C:43]([OH:48])=[CH:44][C:45](=[O:47])[O:46]2)[CH2:36][CH2:37][CH2:38][CH2:39][CH2:40]1.[CH:58]1([C:59]2([CH2:60][CH2:61][c:62]3[cH:63][cH:64][c:65]([OH:66])[cH:67][cH:68]3)[O:69][C:70](=[O:71])[CH:72]=[C:73]([OH:74])[CH2:75]2)[CH2:76][CH2:77][CH2:78][CH2:79]1>>[C:1]([CH3:2])([CH3:3])([CH3:4])[c:5]1[c:6]([S:24][C:44]2=[C:43]([OH:48])[CH2:42][C:41]([CH:35]3[CH2:36][CH2:37][CH2:38][CH2:39][CH2:40]3)([CH2:49][CH2:50][c:51]3[cH:52][cH:53][c:54]([OH:57])[cH:55][cH:56]3)[O:46][C:45]2=[O:47])[cH:7][c:8]([CH3:23])[c:9]([O:11][S:12](=[O:13])(=[O:14])[c:15]2[cH:16][cH:17][c:18]([C:21]#[N:22])[cH:19][cH:20]2)[cH:10]1. Starting materials: ClC1=C(C=C(C=C1)CO)O (2-chloro-5-(hydroxymethyl)phenol), BrCC1=CC=C(C=C1)F (4-(bromomethyl)-1-fluorobenzene). Product: ClC1=C(C=C(C=C1)CO)OCC1=CC=C(C=C1)F ([4-chloro-3-[(4-fluorophenyl)methoxy]phenyl]methanol). Reaction SMILES: [Cl:1][C:2]1[CH:7]=[CH:6][C:5]([CH2:8][OH:9])=[CH:4][C:3]=1[OH:10].Br[CH2:12][C:13]1[CH:18]=[CH:17][C:16]([F:19])=[CH:15][CH:14]=1>>[Cl:1][C:2]1[CH:7]=[CH:6][C:5]([CH2:8][OH:9])=[CH:4][C:3]=1[O:10][CH2:12][C:13]1[CH:18]=[CH:17][C:16]([F:19])=[CH:15][CH:14]=1. Procedure: The title compound was prepared from 2-chloro-5-(hydroxymethyl)phenol and 4-(bromomethyl)-1-fluorobenzene according to the procedure for the preparation of Example 117, part A. 1H NMR (400 MHz, CDCl3): δ 1.71 (1H, t, J=6.0 Hz), 4.65 (2H, d, J=6.4 Hz), 5.12 (2H, s), 6.88-6.90 (1H, m), 7.02 (1H, d, J=2.0 Hz), 7.05-7.10 (2H, m), 7.35 (1H, d, J=8.0 Hz), 7.43-7.46 (2H, m). Procedure details: The title compound was prepared in the manner of Example 19, Step A using 2,5-dimethoxy-2′-trifluoromethyl-[1,1′-biphenyl]-4-carboxylic acid of Step A (1.63 g, 5 mmol), oxalyl chloride (700 μL, 8 mmol), N,N-dimethylformamide (10 μL), 10,11-dihydro-5H-pyrrolo[2,1-c][1,4]benzodiazepine (0.93 g, 5 mmol) and Hünig's base (1.78 ml, 10 mmol). Flash chromatography over silica gel using a solvent gradient from 30% ethyl acetate in hexane to 100% ethyl acetate provided the title compound (0.900 g) as a s... Reaction SMILES: [CH3:1][O:2][C:3]1[CH:8]=[C:7]([C:9]([OH:11])=O)[C:6]([O:12][CH3:13])=[CH:5][C:4]=1[C:14]1[CH:19]=[CH:18][CH:17]=[CH:16][C:15]=1[C:20]([F:23])([F:22])[F:21].[C:24](Cl)(=O)C(Cl)=O.[CH:30]1[CH:31]=[CH:32][N:33]2[CH2:39][C:38]3[CH:40]=[CH:41][CH:42]=[CH:43][C:37]=3[NH:36][CH2:35][C:34]=12.CC[N:46]([CH:50]([CH3:52])C)[CH:47]([CH3:49])C.[CH3:53][N:54]([CH3:57])[CH:55]=[O:56]>CCCCCC.C(OCC)(=O)C>[CH3:13][O:12][C:6]1[CH:5]=[C:4]([C:14]2[CH:19]=[CH:18][CH:17]=[CH:16][C:15]=2[C:20]([F:22])([F:21])[F:23])[C:3]([O:2][CH3:1])=[CH:8][C:7]=1[C:9]([N:36]1[C:37]2[CH:43]=[CH:42][CH:41]=[CH:40][C:38]=2[CH2:39][N:33]2[C:32]([C:55]([N:54]([CH3:57])[CH2:53][C:52]3[CH:50]=[N:46][CH:47]=[CH:49][CH:24]=3)=[O:56])=[CH:31][CH:30]=[C:34]2[CH2:35]1)=[O:11]. Starting materials: COC1=C(C=C(C(=C1)C(=O)O)OC)C1=C(C=CC=C1)C(F)(F)F (2,5-Dimethoxy-2′-trifluoromethyl-[1,1′-biphenyl]-4-carboxylic acid), C(C(=O)Cl)(=O)Cl (oxalyl chloride), C=1C=CN2C1CNC1=C(C2)C=CC=C1 (10,11-dihydro-5H-pyrrolo[2,1-c][1,4]benzodiazepine), CCN(C(C)C)C(C)C (Hünig's base), CN(C=O)C (N,N-dimethylformamide). Yields the product COC=1C=C(C(=CC1C(=O)N1CC=2N(CC3=C1C=CC=C3)C(=CC2)C(=O)N(CC=2C=NC=CC2)C)OC)C2=C(C=CC=C2)C(F)(F)F (10-[(3,6-Dimethoxy-2′-trifluoromethyl-[1,1′-biphenyl]-4-yl)carbonyl]-N-methyl-N-(pyridin-3-ylmethyl)-10,11-dihydro-5H-pyrrolo[2,1-c][1,4]benzodiazepine-3-carboxamide). The solvent is CCCCCC (hexane), C(C)(=O)OCC (ethyl acetate), C(C)(=O)OCC (ethyl acetate).